Dataset: the Open Reaction Database (ORD), a public repository of structured organic reaction records. Task: describe an organic reaction: reactants, conditions, products, and yield Starting materials: CSC(CCCC(CC=CC(=CC(=O)O)C)C)(C)C (11-methylthio-3,7,11-trimethyldodeca-2,4-dienoic acid), C(C)[Li] (ethyl lithium), Cl (hydrochloric acid), CCOCC (ether), solution. Solvent: C1=CC=CC=C1 (benzene). Reaction conditions: time 3 hour. Yields the product CSC(CCCC(CC=CC(=CC(CC)=O)C)C)(C)C (13-methylthio-5,9,13-trimethyltetradeca-4,6-dien-3-one). Reaction SMILES: [CH3:1][S:2][C:3]([CH3:19])([CH3:18])[CH2:4][CH2:5][CH2:6][CH:7]([CH3:17])[CH2:8][CH:9]=[CH:10][C:11]([CH3:16])=[CH:12][C:13]([OH:15])=O.[CH3:20][CH2:21]OCC.C([Li])C.Cl>C1C=CC=CC=1>[CH3:1][S:2][C:3]([CH3:19])([CH3:18])[CH2:4][CH2:5][CH2:6][CH:7]([CH3:17])[CH2:8][CH:9]=[CH:10][C:11]([CH3:16])=[CH:12][C:13](=[O:15])[CH2:20][CH3:21]. Procedure details: To a stirred solution of 2.5 g. of 11-methylthio-3,7,11-trimethyldodeca-2,4-dienoic acid in 20 ml. of dry ether is added slowly at 0°, 23 ml. of a one molar solution of ethyl lithium in benzene. After about 3 hours at 20°, the mixture is poured into iced 1N hydrochloric acid (100 ml.) with vigorous stirring. The ether layer is separated, combined with ethereal washings of the aqueous phase, washed with water, saturated potassium bicarbonate and then saturated brine, dried over magnesium sulfate ... Reactants: C([O-])(O)=O.[Na+] (sodium bicarbonate), CC1=C2CC(C(C2=C(C(=C1)C)O)=NO)C1=CC=CC=C1 (2,3-dihydro-4,6-dimethyl-7-hydroxy-2-phenyl-1H-inden-1-one oxime), [H][H] (hydrogen). Reagents/catalysts: [Pt]=O (platinum oxide). Run in O (water), C(C)(=O)O (acetic acid). Product: NC1C(CC2=C(C=C(C(=C12)O)C)C)C1=CC=CC=C1 (1-amino-2,3-dihydro-4,6-dimethyl-7-hydroxy-2-phenyl-1H-indene). RXN SMILES: [CH3:1][C:2]1[CH:10]=[C:9]([CH3:11])[C:8]([OH:12])=[C:7]2[C:3]=1[CH2:4][CH:5]([C:15]1[CH:20]=[CH:19][CH:18]=[CH:17][CH:16]=1)[C:6]2=[N:13]O.[H][H].C(=O)(O)[O-].[Na+]>C(O)(=O)C.O.[Pt]=O>[NH2:13][CH:6]1[C:7]2[C:3](=[C:2]([CH3:1])[CH:10]=[C:9]([CH3:11])[C:8]=2[OH:12])[CH2:4][CH:5]1[C:15]1[CH:20]=[CH:19][CH:18]=[CH:17][CH:16]=1 |f:2.3|. Reported procedure: 3.00 Grams of 2,3-dihydro-4,6-dimethyl-7-hydroxy-2-phenyl-1H-inden-1-one oxime was dissolved in 55 ml of glacial acetic acid, and this solution was subjected to catalytic hydrogenation in the presence of 0.3 g of platinum oxide at room temperature under 4 atmospheric hydrogen gas pressure. The hydrogenation was terminated at the point when the stoichiometric amount of hydrogen was absorbed. The catalyst was removed by filtration and the filtrate thus obtained was concentrated. The residue thus o... Starting materials: FC(C(C(C(C(C(C(C(F)(F)F)(F)F)(F)F)(F)F)(F)F)(F)F)(F)F)(C1=CC=C(C=C1)C(C(=O)OCC)C)F (Ethyl 2-(4-[perfluorooctyl]phenyl)propionate), Cl (HCl). Reaction SMILES: [F:1][C:2]([F:38])([C:25]1[CH:30]=[CH:29][C:28]([CH:31]([CH3:37])[C:32]([O:34]CC)=[O:33])=[CH:27][CH:26]=1)[C:3]([F:24])([F:23])[C:4]([F:22])([F:21])[C:5]([F:20])([F:19])[C:6]([F:18])([F:17])[C:7]([F:16])([F:15])[C:8]([F:14])([F:13])[C:9]([F:12])([F:11])[F:10].Cl>C(O)C.[OH-].[Na+]>[F:1][C:2]([F:38])([C:25]1[CH:26]=[CH:27][C:28]([CH:31]([CH3:37])[C:32]([OH:34])=[O:33])=[CH:29][CH:30]=1)[C:3]([F:23])([F:24])[C:4]([F:21])([F:22])[C:5]([F:19])([F:20])[C:6]([F:17])([F:18])[C:7]([F:16])([F:15])[C:8]([F:14])([F:13])[C:9]([F:12])([F:11])[F:10] |f:3.4|. Procedure: Ethyl 2-(4-[perfluorooctyl]phenyl)propionate (68 mg, 0.11 mmol) was dissolved in 5 mL of ethanol and 5 mL of 1N NaOH. The solution was heated to reflux for 1 hour, cooled to room temperature, poured into 30 mL of 1N HCl and extracted with three 10-mL portions of dichloromethane. Combination, drying (MgSO4), and concentration of the organic layers gave a residue which wa purified by PTLC (one 2 mm silica gel plate eluted with 15% methanol-85% dichloromethane) to give 61 mg (94% yield) of 2-(4-[pe... Solvent: C(C)O (ethanol), [OH-].[Na+] (NaOH). The product is FC(C(C(C(C(C(C(C(F)(F)F)(F)F)(F)F)(F)F)(F)F)(F)F)(F)F)(C1=CC=C(C=C1)C(C(=O)O)C)F (2-(4-[perfluorooctyl]phenyl)propionic acid). Isolated yield 97.6%. Starting materials: C(C)OC(C1=CC(=C(C=C1)C)OCOC)=O (3-methoxymethoxy-4-methyl-benzoic acid ethyl ester), O (water), [OH-].[Na+] (sodium hydroxide), C(C)(=O)O (acetic acid). Run in C(C)O (ethanol). Reaction conditions: time 18 hour. Product: COCOC=1C=C(C(=O)O)C=CC1C (3-methoxymethoxy-4-methyl-benzoic acid). Reaction SMILES: C([O:3][C:4](=[O:16])[C:5]1[CH:10]=[CH:9][C:8]([CH3:11])=[C:7]([O:12][CH2:13][O:14][CH3:15])[CH:6]=1)C.O.[OH-].[Na+].C(O)(=O)C>C(O)C>[CH3:15][O:14][CH2:13][O:12][C:7]1[CH:6]=[C:5]([CH:10]=[CH:9][C:8]=1[CH3:11])[C:4]([OH:16])=[O:3] |f:2.3|. Procedure: A solution of 3-methoxymethoxy-4-methyl-benzoic acid ethyl ester (4.5 g, 20 mmol) (from Example 3 supra) in a mixture of ethanol (50 mL), water (20 mL) and 1 N aqueous sodium hydroxide (30 mL) was stirred at room temperature for 18 hours. Mixture was concentrated to remove most of the ethanol. Resulting aqueous solution was acidified with acetic acid (2.5 g, 41.6 mmol). After standing for another 30 minutes, the precipitate formed was collected by filtration, washed with water and dried to give ... The reactants are FC(C=1C=C(C=CC1)N(C(=S)N)CC(=C)Cl)(F)F (N-(3-(trifluoromethyl)phenyl)-N-(2-chloro-2-propenyl)thiourea), C=1(C(=CC=CC1)C)C (xylene), C(O)([O-])=O.[K+] (potassium hydrogen carbonate). Reagents/catalysts: [Cl-].[Zn+2].[Cl-] (zinc chloride). Solvent: O (water). Conditions: temperature 90 celsius, time 1.5 hour. The product is N=C1SC(CN1C1=CC(=CC=C1)C(F)(F)F)=C (2-imino-3-(3-(trifluoromethyl)phenyl)-5-methylidenethiazolidine). The yield is 74.5%. Reaction SMILES: [F:1][C:2]([F:18])([F:17])[C:3]1[CH:4]=[C:5]([N:9]([CH2:13][C:14](Cl)=[CH2:15])[C:10]([NH2:12])=[S:11])[CH:6]=[CH:7][CH:8]=1.C1(C)C(C)=CC=CC=1.C(=O)([O-])O.[K+]>[Cl-].[Zn+2].[Cl-].O>[NH:12]=[C:10]1[N:9]([C:5]2[CH:6]=[CH:7][CH:8]=[C:3]([C:2]([F:18])([F:17])[F:1])[CH:4]=2)[CH2:13][C:14](=[CH2:15])[S:11]1 |f:2.3,4.5.6|. Reported procedure: N-(3-(trifluoromethyl)phenyl)-N-(2-chloro-2-propenyl)thiourea (2.94 g) and zinc chloride (6.08 g) were added to xylene (50 ml) at room temperature, and the mixture was heated to 90° C. and stirred at the same temperature for 1.5 hour. After cooling, water was added to the reaction mixture, which was neutralized by addition of potassium hydrogen carbonate and extracted with ethyl acetate. The organic layer was washed with water. The solvent was removed by distillation under reduced pressure, and ... Starting materials: N#N.C1=C(C=CC=2SC3=C(C21)C=CC=C3)S(=O)(=O)N[C@@H](CCCNC(N)=N)C(=O)O (N2 (2-dibenzothienylsulfonyl)-L-arginine), S(=O)(Cl)Cl (thionyl chloride), C(C)OCC (diethyl ether). Reaction conditions: time 2 hour. The product is N#N.C1=C(C=CC=2SC3=C(C21)C=CC=C3)S(=O)(=O)N[C@@H](CCCNC(N)=N)C(=O)Cl (N2 (2-dibenzothienylsulfonyl)-L-arginyl chloride). As a reaction SMILES: [N:1]#[N:2].[CH:3]1[C:11]2[C:10]3[CH:12]=[CH:13][CH:14]=[CH:15][C:9]=3[S:8][C:7]=2[CH:6]=[CH:5][C:4]=1[S:16]([NH:19][C@H:20]([C:28]([OH:30])=O)[CH2:21][CH2:22][CH2:23][NH:24][C:25](=[NH:27])[NH2:26])(=[O:18])=[O:17].C(OCC)C.S(Cl)([Cl:38])=O>>[N:1]#[N:2].[CH:3]1[C:11]2[C:10]3[CH:12]=[CH:13][CH:14]=[CH:15][C:9]=3[S:8][C:7]=2[CH:6]=[CH:5][C:4]=1[S:16]([NH:19][C@H:20]([C:28]([Cl:38])=[O:30])[CH2:21][CH2:22][CH2:23][NH:24][C:25](=[NH:27])[NH2:26])(=[O:18])=[O:17] |f:0.1,4.5|. Procedure details: A suspension of 4.21 g of N2 -(2-dibenzothienylsulfonyl)-L-arginine in 20 ml of thionyl chloride was stirred for 2 hours at room temperature. Addition of cold dry diethyl ether resulted in a precipitate which was collected by filtration and washed several times with dry diethyl ether to give N2 -(2-dibenzothienylsulfonyl)-L-arginyl chloride. Starting materials: C(C)(C)(C)C1=CC=C(C=C1)N1N=C(C(=C1O)C(C)=O)C (1-(1-(4-tert-butylphenyl)-5-hydroxy-3-methyl-1H-pyrazol-4-yl)-ethanone), N1N=NN=C1C1=CC=C(C(=O)NN)C=C1 (4-(1H-tetrazol-5-yl)-benzoic hydrazide). The reagents and catalysts are Cl (hydrochloric acid). Run in CN(C)C=O (DMF). The product is C(C)(C)(C)C1=CC=C(C=C1)N1N=C(C(C1=O)=C(C)NNC(C1=CC=C(C=C1)C1=NN=NN1)=O)C (4-(1H-tetrazol-5-yl)-benzoic N′-(1-(1-(4-tert-butylphenyl)-3-methyl-5-oxo-1,5-dihydropyrazol-4-ylidene)-ethyl)-hydrazide). Yield: 12.9%. RXN SMILES: [C:1]([C:5]1[CH:10]=[CH:9][C:8]([N:11]2[C:15]([OH:16])=[C:14]([C:17](=O)[CH3:18])[C:13]([CH3:20])=[N:12]2)=[CH:7][CH:6]=1)([CH3:4])([CH3:3])[CH3:2].[NH:21]1[C:25]([C:26]2[CH:35]=[CH:34][C:29]([C:30]([NH:32][NH2:33])=[O:31])=[CH:28][CH:27]=2)=[N:24][N:23]=[N:22]1>Cl.CN(C=O)C>[C:1]([C:5]1[CH:10]=[CH:9][C:8]([N:11]2[C:15](=[O:16])[C:14](=[C:17]([NH:33][NH:32][C:30](=[O:31])[C:29]3[CH:34]=[CH:35][C:26]([C:25]4[NH:24][N:23]=[N:22][N:21]=4)=[CH:27][CH:28]=3)[CH3:18])[C:13]([CH3:20])=[N:12]2)=[CH:7][CH:6]=1)([CH3:4])([CH3:3])[CH3:2]. Reported procedure: A DMF solution (1 ml) of 27.2 mg (0.10 mmol) of 1-(1-(4-tert-butylphenyl)-5-hydroxy-3-methyl-1H-pyrazol-4-yl)-ethanone and 20.4 mg (0.10 mmol) of 4-(1H-tetrazol-5-yl)-benzoic hydrazide synthesized by the method disclosed in WO03/037328 was heated at 60° C. for 6 hours with one drop of concentrated hydrochloric acid, and the precipitated solid was washed with water and collected by filtration. The solid was mixed with 1M aqueous sodium hydroxide and filtered. 1M Hydrochloric acid was added to the...